The task is: describe an organic reaction: reactants, conditions, products, and yield. This data is from the Open Reaction Database (ORD), a public repository of structured organic reaction records. The solvent is Cl (hydrochloric acid), C(C)(=O)O (acetic acid). Procedure details: 45 g (179.5 mmol) of 3-chlorosulfonyl-4-methoxy-benzoic acid were suspended in 200 ml of acetic acid and warmed to 40° C. Then a solution of 85.1 g (448.8 mmol) tin(II) chloride in 100 ml of hydrochloric acid was added within 15 min and the mixture was stirred for 2 h under reflux. The hot solution was added dropwise to 2000 ml of ice/water. The formed precipitate was collected by suction, washed with water and dried. 32.8 g of the title compound were obtained. The reactants are ClS(=O)(=O)C=1C=C(C(=O)O)C=CC1OC (3-chlorosulfonyl-4-methoxy-benzoic acid), [Sn](Cl)Cl (tin(II) chloride), ice water. RXN SMILES: Cl[S:2]([C:5]1[CH:6]=[C:7]([CH:11]=[CH:12][C:13]=1[O:14][CH3:15])[C:8]([OH:10])=[O:9])(=O)=O.[Sn](Cl)Cl>C(O)(=O)C.Cl>[C:8]([C:7]1[CH:11]=[CH:12][C:13]([O:14][CH3:15])=[C:5]([S:2][S:2][C:5]2[CH:6]=[C:7]([CH:11]=[CH:12][C:13]=2[O:14][CH3:15])[C:8]([OH:10])=[O:9])[CH:6]=1)([OH:10])=[O:9]. Run at temperature 40 celsius, time 2 hour. The product is C(=O)(O)C=1C=CC(=C(C1)SSC=1C=C(C(=O)O)C=CC1OC)OC (3-(5-Carboxy-2-methoxy-phenyldisulfanyl)-4-methoxy-benzoic acid). Isolated yield 99.7%. The reactants are CC(C)(C)OC(=O)N1CCC(O)C1C(=O)O, CI, CN(C)C=O. Product: COC1CCN(C(=O)OC(C)(C)C)C1C(=O)O. RXN SMILES: [C:1](=[O:2])([O:3][C:4]([CH3:5])([CH3:6])[CH3:7])[N:8]1[CH:9]([C:10](=[O:11])[OH:12])[CH:13]([OH:16])[CH2:14][CH2:15]1.[CH3:17][I:18].[O:19]=[CH:20][N:21]([CH3:22])[CH3:23]>>[C:1](=[O:2])([O:3][C:4]([CH3:5])([CH3:6])[CH3:7])[N:8]1[CH:9]([C:10](=[O:11])[OH:12])[CH:13]([O:16][CH3:17])[CH2:14][CH2:15]1.